Dataset: the Open Reaction Database (ORD), a public repository of structured organic reaction records. Task: describe an organic reaction: reactants, conditions, products, and yield The reactants are C(C(CO)(CO)N)O.Cl (Tris-HCl), [Mg+2].[Cl-].[Cl-] (MgCl2), [Na+].[Cl-] (NaCl), SC[C@@H](O)[C@H](O)CS (dithiothreitol), P(O)(=O)(OP(=O)(O)OP(=O)(O)O)OC[C@@H]1[C@H](C[C@@H](O1)N1C(=O)NC(=O)C(C)=C1)O (thymidine-5'-triphosphate). Reaction conditions: time 30 minute. Yields the product polyadenylic acid, CC1=CN(C(=O)NC1=O)[C@H]2C[C@@H]([C@H](O2)COP(=O)(O)O)O (thymidylic acid), P(O)(=O)(OP(=O)(O)OP(=O)(O)O)OC[C@@H]1[C@H](C[C@@H](O1)N1C(=O)NC(=O)C(C)=C1)O (thymidine-5'-triphosphate). As a reaction SMILES: C(O)C(N)(CO)CO.Cl.[Mg+2].[Cl-].[Cl-].[Na+].[Cl-].SC[C@H]([C@@H](CS)O)O.[P:23]([O:35][CH2:36][C@H:37]1[O:41][C@@H:40]([N:42]2[CH:50]=[C:48]([CH3:49])[C:46](=[O:47])[NH:45][C:43]2=[O:44])[CH2:39][C@@H:38]1[OH:51])([O:26][P:27]([O:30][P:31]([OH:34])([OH:33])=[O:32])([OH:29])=[O:28])(=[O:25])[OH:24]>>[CH3:49][C:48]1[C:46](=[O:47])[NH:45][C:43](=[O:44])[N:42]([C@@H:40]2[O:41][C@H:37]([CH2:36][O:35][P:23]([OH:25])([OH:26])=[O:24])[C@@H:38]([OH:51])[CH2:39]2)[CH:50]=1.[P:23]([O:35][CH2:36][C@H:37]1[O:41][C@@H:40]([N:42]2[CH:50]=[C:48]([CH3:49])[C:46](=[O:47])[NH:45][C:43]2=[O:44])[CH2:39][C@@H:38]1[OH:51])([O:26][P:27]([O:30][P:31]([OH:33])([OH:34])=[O:32])([OH:29])=[O:28])(=[O:24])[OH:25] |f:0.1,2.3.4,5.6|. Procedure: The thus prepared solution of the test compound was mixed with a solution containing 50 mM of Tris-HCl buffer (pH 8.3), 8 mM of MgCl2, 30 mM of NaCl, 50 mM of dithiothreitol (made by Wako Pure Chemical Industries Ltd.), 0.2 mM of thymidine-5'-triphosphate (made by Pharmacia K. K.) and 6 U/ml of reverse transcriptase derived from M-MLV (made by Pharmacia K. K.), and preincubated at 37° C. for 30 minutes. After there was added thereto 10 μg/ml of polyadenylic acid (made by PL Biochemicals Co., Ltd... Reactants: O=C([O-])[O-], COc1ccc(C(=O)CBr)cc1, [K+], [K+], Nc1ccn(-c2nc3ccccc3[nH]2)n1, O. Yields the product COc1ccc(C(=O)Cn2c(-n3ccc(N)n3)nc3ccccc32)cc1. Reaction SMILES: [C:28](=[O:29])([O-:30])[O-:31].[CH3:16][O:17][c:18]1[cH:19][cH:20][c:21]([C:22]([CH2:23][Br:24])=[O:25])[cH:26][cH:27]1.[K+:32].[K+:33].[NH2:1][c:2]1[cH:3][cH:4][n:5](-[c:7]2[n:8][c:9]3[c:10]([nH:11]2)[cH:12][cH:13][cH:14][cH:15]3)[n:6]1.[OH2:34]>>[NH2:1][c:2]1[cH:3][cH:4][n:5](-[c:7]2[n:8][c:9]3[c:10]([n:11]2[CH2:23][C:22]([c:21]2[cH:20][cH:19][c:18]([O:17][CH3:16])[cH:27][cH:26]2)=[O:25])[cH:12][cH:13][cH:14][cH:15]3)[n:6]1.